From a dataset of the Open Reaction Database (ORD), a public repository of structured organic reaction records. describe an organic reaction: reactants, conditions, products, and yield Starting materials: NC=1C(=C(C(=O)OC)C(=CC1)Cl)C (methyl 3-amino-6-chloro-2-methylbenzoate), Cl (hydrochloric acid), F[B-](F)(F)F.[NH4+] (ammonium tetrafluoroborate), N(=O)[O-].[Na+] (sodium nitrite), C1COCCOCCOCCOCCOCCO1 (18-Crown-6), C(C)(=O)[O-].[K+] (potassium acetate). Run in O (water), O (water), O (Water). Run at time 30 minute. Yields the product ClC1=C(C2=CNN=C2C=C1)C(=O)OC (methyl 5-chloro-2H-indazole-4-carboxylate). Yield: 15.6%. RXN SMILES: [NH2:1][C:2]1[C:3]([CH3:13])=[C:4]([C:9]([Cl:12])=[CH:10][CH:11]=1)[C:5]([O:7][CH3:8])=[O:6].Cl.F[B-](F)(F)F.[NH4+].[N:21]([O-])=O.[Na+].C1OCCOCCOCCOCCOCCOC1.C([O-])(=O)C.[K+]>O>[Cl:12][C:9]1[CH:10]=[CH:11][C:2]2[C:3](=[CH:13][NH:21][N:1]=2)[C:4]=1[C:5]([O:7][CH3:8])=[O:6] |f:2.3,4.5,7.8|. Reported procedure: To a solution of methyl 3-amino-6-chloro-2-methylbenzoate (25.0 g, 125 mmol) in water (139 mL) were added concentrated hydrochloric acid (26.1 mL, 313 mmol), ammonium tetrafluoroborate (17.1 g, 163 mmol) and sodium nitrite (8.64 g, 125 mmol) at 0° C., and the mixture was stirred for 30 min. The reaction solution was diluted with water, and washed with ethyl acetate. The water of the obtained aqueous layer was evaporated under reduced pressure, and the residue was dissolved in chloroform (287 mL)... Starting materials: ClCC=1C=C(C(=O)C2=CN(C3=CC=CC=C23)CCCC(=O)OCC)C=CC1 (ethyl 4-[3-[3-(chloromethyl)benzoyl]indol-1-yl]butyrate), C(C(C)C)C1=CC=C(C=C1)O (4-isobutylphenol), C([O-])([O-])=O.[K+].[K+] (potassium carbonate). Solvent: CN(C=O)C (N,N-dimethylformamide). Reaction conditions: temperature 50 celsius. Yields the product C(C(C)C)C1=CC=C(OCC=2C=C(C(=O)C3=CN(C4=CC=CC=C34)CCCC(=O)OCC)C=CC2)C=C1 (ethyl 4-[3-[3-(4-isobutylphenoxymethyl)benzoyl]indol-1-yl]butyrate). Yield: 84.8%. RXN SMILES: Cl[CH2:2][C:3]1[CH:4]=[C:5]([CH:25]=[CH:26][CH:27]=1)[C:6]([C:8]1[C:16]2[C:11](=[CH:12][CH:13]=[CH:14][CH:15]=2)[N:10]([CH2:17][CH2:18][CH2:19][C:20]([O:22][CH2:23][CH3:24])=[O:21])[CH:9]=1)=[O:7].[CH2:28]([C:32]1[CH:37]=[CH:36][C:35]([OH:38])=[CH:34][CH:33]=1)[CH:29]([CH3:31])[CH3:30].C(=O)([O-])[O-].[K+].[K+]>CN(C)C=O>[CH2:28]([C:32]1[CH:33]=[CH:34][C:35]([O:38][CH2:2][C:3]2[CH:4]=[C:5]([CH:25]=[CH:26][CH:27]=2)[C:6]([C:8]2[C:16]3[C:11](=[CH:12][CH:13]=[CH:14][CH:15]=3)[N:10]([CH2:17][CH2:18][CH2:19][C:20]([O:22][CH2:23][CH3:24])=[O:21])[CH:9]=2)=[O:7])=[CH:36][CH:37]=1)[CH:29]([CH3:31])[CH3:30] |f:2.3.4|. Reported procedure: A mixture of ethyl 4-[3-[3-(chloromethyl)benzoyl]indol-1-yl]butyrate (42.5 mg) and 4-isobutylphenol (18.3 mg) and potassium carbonate (30.6 mg) in N,N-dimethylformamide (3 ml) was heated at 100° C. for 1 hour and 50° C. for 10 hours. The mixture was worked up in an usual manner and purified by thin layer silica gel chromatography eluting with a mixture of ethyl acetate and hexane (1:2) to give ethyl 4-[3-[3-(4-isobutylphenoxymethyl)benzoyl]indol-1-yl]butyrate (46.7 mg) as an oil.